From a dataset of the Open Reaction Database (ORD), a public repository of structured organic reaction records. describe an organic reaction: reactants, conditions, products, and yield Starting materials: COC1=CC=C(C=C1)C(C(C1=CC=C(C=C1)OC)CC)=O (4'-methoxy-2-ethyl,2-(4-methoxyphenyl) acetophenone), C1(=CC=C(OC)C=C1)C(=O)CC1=CC=C(OC)C=C1 (desoxyanisoin), C(C)Br (ethyl bromide), [Li+].CC(C)[N-]C(C)C (LDA), Cl (HCl), Grignard reagent, BrCCCCCCCCCCC(O)C1OCCCC1 (11-bromo-tetrahydropyranyl undecanol), [Mg] (magnesium). The solvent is C1CCOC1 (THF), C1CCOC1 (THF). Conditions: time 18 hour. The product is COC1=CC=C(C=C1)C(CCCCCCCCCCC(O)C1OCCCC1)(C(CC)C1=CC=C(C=C1)OC)O (12,13-Bis-(4-methoxyphenyl)-tetrahydropyranyl pentadecan-1,12-diol). Yield: 76.0%. As a reaction SMILES: [CH3:1][O:2][C:3]1[CH:8]=[CH:7][C:6]([C:9](=[O:21])[CH:10]([CH2:19][CH3:20])[C:11]2[CH:16]=[CH:15][C:14]([O:17][CH3:18])=[CH:13][CH:12]=2)=[CH:5][CH:4]=1.C1(C(CC2C=CC(OC)=CC=2)=O)C=CC(OC)=CC=1.C(Br)C.[Li+].CC([N-]C(C)C)C.Br[CH2:53][CH2:54][CH2:55][CH2:56][CH2:57][CH2:58][CH2:59][CH2:60][CH2:61][CH2:62][CH:63]([CH:65]1[CH2:70][CH2:69][CH2:68][CH2:67][O:66]1)[OH:64].[Mg].Cl>C1COCC1>[CH3:1][O:2][C:3]1[CH:4]=[CH:5][C:6]([C:9]([OH:21])([CH:10]([C:11]2[CH:16]=[CH:15][C:14]([O:17][CH3:18])=[CH:13][CH:12]=2)[CH2:19][CH3:20])[CH2:53][CH2:54][CH2:55][CH2:56][CH2:57][CH2:58][CH2:59][CH2:60][CH2:61][CH2:62][CH:63]([CH:65]2[CH2:70][CH2:69][CH2:68][CH2:67][O:66]2)[OH:64])=[CH:7][CH:8]=1 |f:3.4|. Reported procedure: 4'-methoxy-2-ethyl,2-(4-methoxyphenyl) acetophenone (2) (710 mg, 2.5 mmol, prepared from desoxyanisoin, ethyl bromide and LDA by a known method) in THF (10 ml) are added, under argon, to Grignard reagent prepared from 11-bromo-tetrahydropyranyl undecanol (6.6 g, 19.7 mmoles) and magnesium (0.6 g, 24.7 mmoles) and THF (10 ml). The mixture was stirred for 18 hours, then acidified with 1N HCl and extracted three times with ether. The organic phase was washed with water (X3), dried over anhydrous ma... Starting materials: OC1=CC(=C(C=C1)C(CC(=O)OC)CC(C)C)OC (methyl 3-(4-hydroxy-2-methoxyphenyl)-5-methylhexanoate), COCCBr (2-methoxyethyl bromide). Yields the product COC1=C(C=CC(=C1)OCCOC)C(CC(=O)OC)CC(C)C (Methyl 3-[2-methoxy-4-(2-methoxyethoxy)phenyl]-5-methylhexanoate). RXN SMILES: [OH:1][C:2]1[CH:7]=[CH:6][C:5]([CH:8]([CH2:14][CH:15]([CH3:17])[CH3:16])[CH2:9][C:10]([O:12][CH3:13])=[O:11])=[C:4]([O:18][CH3:19])[CH:3]=1.[CH3:20][O:21][CH2:22][CH2:23]Br>>[CH3:19][O:18][C:4]1[CH:3]=[C:2]([O:1][CH2:23][CH2:22][O:21][CH3:20])[CH:7]=[CH:6][C:5]=1[CH:8]([CH2:14][CH:15]([CH3:17])[CH3:16])[CH2:9][C:10]([O:12][CH3:13])=[O:11]. Reported procedure: Following a similar procedure to that described in Preparation 45A(i), but using methyl 3-(4-hydroxy-2-methoxyphenyl)-5-methylhexanoate (prepared as described in Preparation 58B) and 2-methoxyethyl bromide, the title compound was obtained as an oily substance. Product: C(C)(C)(C)OC(=O)NNCC1=CC=CC=C1 (N'-benzylhydrazinecarboxylic acid tert-butyl ester). As a reaction SMILES: [C:1]([O:5][C:6]([NH:8][N:9]=[CH:10][C:11]1[CH:16]=[CH:15][CH:14]=[CH:13][CH:12]=1)=[O:7])([CH3:4])([CH3:3])[CH3:2].[H][H]>O1CCCC1.[Pd]>[C:1]([O:5][C:6]([NH:8][NH:9][CH2:10][C:11]1[CH:16]=[CH:15][CH:14]=[CH:13][CH:12]=1)=[O:7])([CH3:4])([CH3:2])[CH3:3]. Reagents/catalysts: [Pd] (palladium on carbon). Run in O1CCCC1 (tetrahydrofuran). Procedure: To a solution of N'-benzylidenehydrazinecarboxylic acid tert-butyl ester (2.7 g, 12.3 mmol) in tetrahydrofuran (100 ml) was added 10% palladium on carbon (0.3 g) and the mixture was hydrogenated with 280 ml of hydrogen for 40 min at atmospheric pressure. The mixture was filtered through a plug of celite and the filtrate was concentrated in vacuo to give 2.63 g of N'-benzylhydrazinecarboxylic acid tert-butyl ester. The yield is 96.2%. Reactants: C(C)(C)(C)OC(=O)NN=CC1=CC=CC=C1 (N'-benzylidenehydrazinecarboxylic acid tert-butyl ester), [H][H] (hydrogen). The reactants are ClCCOC1=CC2=C(C=C3C(C(=CNC3=C2)C#N)=O)C=C1OC (8-(2-chloroethoxy)-7-methoxy-4-oxo-1,4-dihydrobenzo[g]quinoline-3-carbonitrile), ClCCOC=1C(=CC2=C(C=C3C(C(=CNC3=C2)C#N)=O)C1)OC (7-(2-chloroethoxy)-8-methoxy-4-oxo-1,4-dihydrobenzo[g]quinoline-3-carbonitrile), P(=O)(Cl)(Cl)Cl (phosphorus oxychloride). Run in CN(C=O)C (dimethylformamide). The product is ClC1=C(C=NC2=CC3=C(C=C12)C=C(C(=C3)OCCCl)OC)C#N (4-chloro-7-methoxy-8(2-chloroethoxy)benzo[g]quinoline-3-carbonitrile). Isolated yield 87.0%. Reaction SMILES: [Cl:1][CH2:2][CH2:3][O:4][C:5]1[C:21]([O:22][CH3:23])=[CH:20][C:8]2[CH:9]=[C:10]3[C:15](=[CH:16][C:7]=2[CH:6]=1)[NH:14][CH:13]=[C:12]([C:17]#[N:18])[C:11]3=O.[Cl:24]CCOC1C(OC)=CC2C=C3C(C(=O)C(C#N)=CN3)=CC=2C=1.P(Cl)(Cl)(Cl)=O>CN(C)C=O>[Cl:24][C:11]1[C:10]2[C:15](=[CH:16][C:7]3[CH:6]=[C:5]([O:4][CH2:3][CH2:2][Cl:1])[C:21]([O:22][CH3:23])=[CH:20][C:8]=3[CH:9]=2)[N:14]=[CH:13][C:12]=1[C:17]#[N:18]. Procedure details: To a slurry of 1.11 g of 8-(2-chloroethoxy)-7-methoxy-4-oxo-1,4-dihydrobenzo[g]quinoline-3-carbonitrile and 7-(2-chloroethoxy)-8-methoxy-4-oxo-1,4-dihydrobenzo[g]quinoline-3-carbonitrile (1:1 mixture) and 5 mL of phosphorus oxychloride is added 0.15 mL of anhydrous dimethylformamide. This is stirred and heated to reflux for 20 minutes using an oil bath, followed concentration in vacuo. The dark residue is quenched with 30 mL of cold water. The solid formed is collected, washed with water and dri... Reactants: Example 1 ( 1c ), C1(CC1)CCOC1=CC=C(C(=O)NCC(=O)O)C=C1 (N-[4-(2-Cyclopropylethoxy)benzoyl]glycine), FC(OC1=CC=C(C=O)C=C1)(F)F (4-(trifluoromethoxy)benzaldehyde). Product: C1(CC1)CCOC1=CC=C(C=C1)C=1OC(/C(/N1)=C/C1=CC=C(C=C1)OC(F)(F)F)=O ((4Z)-2-[4-(2-cyclopropylethoxy)phenyl]-4-[4-(trifluoromethoxy)benzylidene]-1,3-oxazol-5(4H)-one). RXN SMILES: [CH:1]1([CH2:4][CH2:5][O:6][C:7]2[CH:19]=[CH:18][C:10]([C:11]([NH:13][CH2:14][C:15]([OH:17])=[O:16])=O)=[CH:9][CH:8]=2)[CH2:3][CH2:2]1.[F:20][C:21]([F:32])([F:31])[O:22][C:23]1[CH:30]=[CH:29][C:26]([CH:27]=O)=[CH:25][CH:24]=1>>[CH:1]1([CH2:4][CH2:5][O:6][C:7]2[CH:8]=[CH:9][C:10]([C:11]3[O:17][C:15](=[O:16])/[C:14](=[CH:27]/[C:26]4[CH:29]=[CH:30][C:23]([O:22][C:21]([F:20])([F:31])[F:32])=[CH:24][CH:25]=4)/[N:13]=3)=[CH:18][CH:19]=2)[CH2:2][CH2:3]1. Procedure details: A reaction similar to that described in Example 1 (1c) was conducted using N-[4-(2-cyclopropylethoxy)benzoyl]glycine (150 mg) prepared in Example 1 (1b) and 4-(trifluoromethoxy)benzaldehyde (90 μL) to give (4Z)-2-[4-(2-cyclopropylethoxy)phenyl]-4-[4-(trifluoromethoxy)benzylidene]-1,3-oxazol-5(4H)-one (176 mg). A reaction similar to that described in Example 1 (1d) was conducted using 80 mg of this given compound to give 74 mg of 4-(2-cyclopropylethoxy)-N-{(Z)-1-{[(2-hydroxyethyl)amino]carbonyl}-... Reactants: OCc1ccc(Br)cn1, O=C([O-])[O-], CC1(C)OB(c2cccc3c2CC(N(Cc2ccccc2)Cc2ccccc2)CO3)OC1(C)C, [K+], [K+]. Product: OCc1ccc(-c2cccc3c2CC(N(Cc2ccccc2)Cc2ccccc2)CO3)cn1. Reaction SMILES: [Br:1][c:2]1[cH:3][cH:4][c:5]([CH2:8][OH:9])[n:6][cH:7]1.[C:44](=[O:45])([O-:46])[O-:47].[CH2:10]([c:11]1[cH:12][cH:13][cH:14][cH:15][cH:16]1)[N:17]([CH:18]1[CH2:19][O:20][c:21]2[cH:22][cH:23][cH:24][c:25]([B:28]3[O:29][C:30]([CH3:31])([CH3:32])[C:33]([CH3:34])([CH3:35])[O:36]3)[c:26]2[CH2:27]1)[CH2:37][c:38]1[cH:39][cH:40][cH:41][cH:42][cH:43]1.[K+:48].[K+:49]>>[c:2]1(-[c:25]2[cH:24][cH:23][cH:22][c:21]3[c:26]2[CH2:27][CH:18]([N:17]([CH2:10][c:11]2[cH:12][cH:13][cH:14][cH:15][cH:16]2)[CH2:37][c:38]2[cH:39][cH:40][cH:41][cH:42][cH:43]2)[CH2:19][O:20]3)[cH:3][cH:4][c:5]([CH2:8][OH:9])[n:6][cH:7]1. The reactants are CO (methanol), OC1=C(C(CC(C1C(=O)OCC)C1=CC(=CC=C1)OC(CC)=O)=O)C(CC)=O (3-hydroxy-5-(3-propionyloxyphenyl)-2-propionyl-4-(carboethoxy)cyclohex-2-en-1-one), C(Cl)(Cl)Cl (chloroform). Run in [OH-].[Na+] (NaOH). Yields the product C(CC)(=O)C=1C(CC(CC1O)C1=CC(=CC=C1)O)=O (2-Propionyl-3-hydroxy-5-(3-hydroxyphenyl)cyclohex-2-en-1-one). As a reaction SMILES: [OH:1][C:2]1[CH:7](C(OCC)=O)[CH:6]([C:13]2[CH:18]=[CH:17][CH:16]=[C:15]([O:19]C(=O)CC)[CH:14]=2)[CH2:5][C:4](=[O:24])[C:3]=1[C:25](=[O:28])[CH2:26][CH3:27].CO.C(Cl)(Cl)Cl>[OH-].[Na+]>[C:25]([C:3]1[C:4](=[O:24])[CH2:5][CH:6]([C:13]2[CH:18]=[CH:17][CH:16]=[C:15]([OH:19])[CH:14]=2)[CH2:7][C:2]=1[OH:1])(=[O:28])[CH2:26][CH3:27] |f:3.4|. Reported procedure: A solution of 36.0 g (0.0926 mol) of 3-hydroxy-5-(3-propionyloxyphenyl)-2-propionyl-4-(carboethoxy)cyclohex-2-en-1-one in 520 mL of 1N NaOH was heated at 75° C. for 4 hours and cooled to room temperature. The reaction mixture was filtered and the filtrate was diluted with 100 mL of water and acidified with 50 mL of concentrated HCl with the product precipitating as an oil. The oil was dissolved in a mixture of 300 mL of methylene chloride and 200 mL of ethyl ether. The organic layer was separate... The reactants are O=C([O-])[O-], CC1(C)OB(c2ccc3cn(Cc4ccccc4)nc3c2)OC1(C)C, CC(C)(C)OC(=O)N1CC(Cc2cc(Br)c3c(N)ncnn23)C1, [Na+], [Na+], CN(C)C=O, O, c1ccc(P(c2ccccc2)(c2ccccc2)[Pd](P(c2ccccc2)(c2ccccc2)c2ccccc2)(P(c2ccccc2)(c2ccccc2)c2ccccc2)P(c2ccccc2)(c2ccccc2)c2ccccc2)cc1. The product is CC(C)(C)OC(=O)N1CC(Cc2cc(-c3ccc4cn(Cc5ccccc5)nc4c3)c3c(N)ncnn23)C1. Reaction SMILES: [C:49](=[O:50])([O-:51])[O-:52].[CH2:24]([c:25]1[cH:26][cH:27][cH:28][cH:29][cH:30]1)[n:31]1[n:32][c:33]2[cH:34][c:35]([B:40]3[O:41][C:42]([CH3:43])([CH3:44])[C:45]([CH3:46])([CH3:47])[O:48]3)[cH:36][cH:37][c:38]2[cH:39]1.[NH2:1][c:2]1[n:3][cH:4][n:5][n:6]2[c:7]1[c:8]([Br:23])[cH:9][c:10]2[CH2:11][CH:12]1[CH2:13][N:14]([C:16](=[O:17])[O:18][C:19]([CH3:20])([CH3:21])[CH3:22])[CH2:15]1.[Na+:53].[Na+:54].[O:56]=[CH:57][N:58]([CH3:59])[CH3:60].[OH2:55].[cH:61]1[cH:62][cH:63][c:64]([P:65]([Pd:66]([P:67]([c:68]2[cH:69][cH:70][cH:71][cH:72][cH:73]2)([c:74]2[cH:75][cH:76][cH:77][cH:78][cH:79]2)[c:80]2[cH:81][cH:82][cH:83][cH:84][cH:85]2)([P:86]([c:87]2[cH:88][cH:89][cH:90][cH:91][cH:92]2)([c:93]2[cH:94][cH:95][cH:96][cH:97][cH:98]2)[c:99]2[cH:100][cH:101][cH:102][cH:103][cH:104]2)[P:105]([c:106]2[cH:107][cH:108][cH:109][cH:110][cH:111]2)([c:112]2[cH:113][cH:114][cH:115][cH:116][cH:117]2)[c:118]2[cH:119][cH:120][cH:121][cH:122][cH:123]2)([c:124]2[cH:125][cH:126][cH:127][cH:128][cH:129]2)[c:130]2[cH:131][cH:132][cH:133][cH:134][cH:135]2)[cH:136][cH:137]1>>[NH2:1][c:2]1[n:3][cH:4][n:5][n:6]2[c:7]1[c:8](-[c:35]1[cH:34][c:33]3[n:32][n:31]([CH2:24][c:25]4[cH:26][cH:27][cH:28][cH:29][cH:30]4)[cH:39][c:38]3[cH:37][cH:36]1)[cH:9][c:10]2[CH2:11][CH:12]1[CH2:13][N:14]([C:16](=[O:17])[O:18][C:19]([CH3:20])([CH3:21])[CH3:22])[CH2:15]1. The product is C(C1=CC=CC=C1)N1C(=C(C2=CC=C(C=C12)OCC1=NC2=CC=CC=C2C=C1)CC1=CC=C(C=C1)Cl)CC(C(=O)O)(C)C (3-[N-Benzyl-3-(4-chlorobenzyl)-6-(quinolin-2-ylmethoxy)indol-2-yl]-2,2-dimethylpropanoic acid). Procedure details: The title compound was prepared under the conditions described in Step A and Step B of Example 38, but substituting benzyl chloride for the benzenesulfonyl chloride from Example 38 (Step A). Reactants: C(C1=CC=CC=C1)Cl (benzyl chloride), C1(=CC=CC=C1)S(=O)(=O)N1C(=C(C2=CC=C(C=C12)OCC1=NC2=CC=CC=C2C=C1)CC1=CC=C(C=C1)Cl)CC(C(=O)OC)(C)C (Methyl 3-[N-(phenylsulfonyl)-3-(4-chlorobenzyl)-6-(quinolin-2-ylmethoxy)indol-2-yl]-2,2-dimethylpropanoate). Reaction SMILES: [CH2:1](Cl)[C:2]1[CH:7]=[CH:6][CH:5]=[CH:4][CH:3]=1.C1(S([N:18]2[C:26]3[C:21](=[CH:22][CH:23]=[C:24]([O:27][CH2:28][C:29]4[CH:38]=[CH:37][C:36]5[C:31](=[CH:32][CH:33]=[CH:34][CH:35]=5)[N:30]=4)[CH:25]=3)[C:20]([CH2:39][C:40]3[CH:45]=[CH:44][C:43]([Cl:46])=[CH:42][CH:41]=3)=[C:19]2[CH2:47][C:48]([CH3:54])([CH3:53])[C:49]([O:51]C)=[O:50])(=O)=O)C=CC=CC=1>>[CH2:1]([N:18]1[C:26]2[C:21](=[CH:22][CH:23]=[C:24]([O:27][CH2:28][C:29]3[CH:38]=[CH:37][C:36]4[C:31](=[CH:32][CH:33]=[CH:34][CH:35]=4)[N:30]=3)[CH:25]=2)[C:20]([CH2:39][C:40]2[CH:45]=[CH:44][C:43]([Cl:46])=[CH:42][CH:41]=2)=[C:19]1[CH2:47][C:48]([CH3:54])([CH3:53])[C:49]([OH:51])=[O:50])[C:2]1[CH:7]=[CH:6][CH:5]=[CH:4][CH:3]=1.